Dataset: the Open Reaction Database (ORD), a public repository of structured organic reaction records. Task: describe an organic reaction: reactants, conditions, products, and yield Starting materials: C(CC)(=O)Cl (propionyl chloride), C(C1=CC=CC=C1)C1=CC=C(C(C(=O)OC)=C1)N (Methyl 5-benzylanthranilate), C([O-])(O)=O.[Na+] (sodium bicarbonate). Run in C(Cl)(Cl)Cl (chloroform). Conditions: temperature 60 celsius, time 18 hour. Yields the product C(C1=CC=CC=C1)C=1C=CC(=C(C(=O)O)C1)NC(CC)=O (5-Benzyl-2-propionylamino-benzoic Acid). As a reaction SMILES: [CH2:1]([C:8]1[CH:17]=[C:12]([C:13]([O:15]C)=[O:14])[C:11]([NH2:18])=[CH:10][CH:9]=1)[C:2]1[CH:7]=[CH:6][CH:5]=[CH:4][CH:3]=1.[C:19](Cl)(=[O:22])[CH2:20][CH3:21].C(=O)(O)[O-].[Na+]>C(Cl)(Cl)Cl>[CH2:1]([C:8]1[CH:9]=[CH:10][C:11]([NH:18][C:19](=[O:22])[CH2:20][CH3:21])=[C:12]([CH:17]=1)[C:13]([OH:15])=[O:14])[C:2]1[CH:7]=[CH:6][CH:5]=[CH:4][CH:3]=1 |f:2.3|. Procedure details: Methyl 5-benzylanthranilate (300 mg; 1.24 mmols) was dissolved in 7 mL of chloroform and propionyl chloride (344 mg; 3.72 mmols) was added and the reaction mixture was left at room temperature for 18 hours. Aqueous saturated sodium bicarbonate (5 mL) was added to the reaction mixture whereafter the organic phase was separated, dried over magnesium sulphate, filtered and evaporated to dryness. The resulting yellow oil was dissolved in 5 mL of methanol and aqueous sodium hydroxide (1M, 5 mL) was a... Reactants: CCc1ccc(C(COc2ccc(C=O)cc2)S(=O)(=O)c2ccc(C)cc2)nc1, C1CCNCC1, CC(=O)O, Cc1ccccc1, O=C1CSC(=O)N1. Yields the product CCc1ccc(C(COc2ccc(C=C3SC(=O)NC3=O)cc2)S(=O)(=O)c2ccc(C)cc2)nc1. RXN SMILES: [CH2:1]([CH3:2])[c:3]1[cH:4][cH:5][c:6]([CH:9]([CH2:10][O:11][c:12]2[cH:13][cH:14][c:15]([CH:16]=[O:17])[cH:18][cH:19]2)[S:20](=[O:21])(=[O:22])[c:23]2[cH:24][cH:25][c:26]([CH3:27])[cH:28][cH:29]2)[n:7][cH:8]1.[CH2:41]1[CH2:42][CH2:43][NH:44][CH2:45][CH2:46]1.[CH3:37][C:38](=[O:39])[OH:40].[CH3:47][c:48]1[cH:49][cH:50][cH:51][cH:52][cH:53]1.[S:30]1[C:31](=[O:36])[NH:32][C:33](=[O:35])[CH2:34]1>>[CH2:1]([CH3:2])[c:3]1[cH:4][cH:5][c:6]([CH:9]([CH2:10][O:11][c:12]2[cH:13][cH:14][c:15]([CH:16]=[C:34]3[S:30][C:31](=[O:36])[NH:32][C:33]3=[O:35])[cH:18][cH:19]2)[S:20](=[O:21])(=[O:22])[c:23]2[cH:24][cH:25][c:26]([CH3:27])[cH:28][cH:29]2)[n:7][cH:8]1. Reactants: BrC1=CC(=C(C=C1C(C)CC)S)C(C)CC (4-bromo-2,5-di-sec-butylbenzenethiol), BrC1=CC(=C(C=C1C(C)C)S)C(C)C (4-bromo-2,5-diisopropylbenzenethiol). The product is CSC1=C(C=C(C(=C1)C(C)CC)Br)C(C)CC (4-Bromo-2,5-di-sec-butylphenyl methyl sulfide). As a reaction SMILES: [Br:1][C:2]1[C:7]([CH:8]([CH2:10][CH3:11])[CH3:9])=[CH:6][C:5]([SH:12])=[C:4]([CH:13]([CH2:15][CH3:16])[CH3:14])[CH:3]=1.Br[C:18]1C(C(C)C)=CC(S)=C(C(C)C)C=1>>[CH3:18][S:12][C:5]1[CH:6]=[C:7]([CH:8]([CH2:10][CH3:11])[CH3:9])[C:2]([Br:1])=[CH:3][C:4]=1[CH:13]([CH2:15][CH3:16])[CH3:14]. Procedure details: 4-Bromo-2,5-di-sec-butylphenyl methyl sulfide was prepared using the procedure of Example 1C except that 4-bromo-2,5-di-sec-butylbenzenethiol was substituted for the 4-bromo-2,5-diisopropylbenzenethiol. The resulting product had a boiling point of 126°C at 0.3 mm Hg.